This data is from the Open Reaction Database (ORD), a public repository of structured organic reaction records. The task is: describe an organic reaction: reactants, conditions, products, and yield Reactants: S1NC(C2=C1C=CC=C2)=O (benzo[d]isothiazol-3-one), C(C=C)N=C=O (allyl isocyanate), IR(CHCl3). The product is C(C=C)NC(=O)N1SC2=C(C1=O)C=CC=C2 (3-Oxo-3H-benzo[d]isothiazole-2-carboxylic acid allylamide). Reaction SMILES: [S:1]1[C:5]2[CH:6]=[CH:7][CH:8]=[CH:9][C:4]=2[C:3](=[O:10])[NH:2]1.[CH2:11]([N:14]=[C:15]=[O:16])[CH:12]=[CH2:13]>>[CH2:11]([NH:14][C:15]([N:2]1[C:3](=[O:10])[C:4]2[CH:9]=[CH:8][CH:7]=[CH:6][C:5]=2[S:1]1)=[O:16])[CH:12]=[CH2:13]. Reported procedure: Following the synthetic procedure of 6a as described in Example 1, compound 6c (67% yield) was synthesized from benzo[d]isothiazol-3-one and allyl isocyanate as a white solid. mp 116-119° C.; IR(CHCl3) 3290, 1711, 1664, 1537 cm−1; 1H-NMR (CDCl3) δ 4.05-4.10 (m, 2H), 5.18-5.34 (m, 2H), 5.83-5.99 (m, 1H), 7.43 (t, J=7.2 Hz, 1H), 7.58 (d, J=7.2 Hz, 1H), 7.70 (t, J=7.2 Hz, 1H), 8.02 (d, J=7.2 Hz, 1H), 8.99 (br s, 1H); ESIMS m/e 235 (M++1). Reactants: O=C1CC(c2ccc(Cl)c(Br)c2)CN1, CC#N, Cl, [Na+], [OH-]. The product is NCC(CC(=O)O)c1ccc(Cl)c(Br)c1. RXN SMILES: [Br:1][c:2]1[cH:3][c:4]([CH:9]2[CH2:10][C:11](=[O:14])[NH:12][CH2:13]2)[cH:5][cH:6][c:7]1[Cl:8].[CH3:18][C:19]#[N:20].[ClH:15].[Na+:17].[OH-:16]>>[Br:1][c:2]1[cH:3][c:4]([CH:9]([CH2:10][C:11]([OH:14])=[O:16])[CH2:13][NH2:12])[cH:5][cH:6][c:7]1[Cl:8]. Reactants: C1CCNC1, Cc1cc(C)c(C=O)[nH]1, CCO, O=C1Cc2c(cccc2C2CCNCC2)N1. Product: Cc1cc(C)c(C=C2C(=O)Nc3cccc(C4CCNCC4)c32)[nH]1. RXN SMILES: [CH2:26]1[CH2:27][NH:28][CH2:29][CH2:30]1.[CH3:17][c:18]1[c:19]([CH:24]=[O:25])[nH:20][c:21]([CH3:23])[cH:22]1.[CH3:31][CH2:32][OH:33].[NH:1]1[CH2:2][CH2:3][CH:4]([c:7]2[c:8]3[c:12]([cH:13][cH:14][cH:15]2)[NH:11][C:10](=[O:16])[CH2:9]3)[CH2:5][CH2:6]1>>[NH:1]1[CH2:2][CH2:3][CH:4]([c:7]2[c:8]3[c:12]([cH:13][cH:14][cH:15]2)[NH:11][C:10](=[O:16])[C:9]3=[CH:24][c:19]2[c:18]([CH3:17])[cH:22][c:21]([CH3:23])[nH:20]2)[CH2:5][CH2:6]1. Starting materials: C(CCC)C=1N(C(=C(N1)C(C)O)C(=O)OCC)CC1=CC=C(C=C1)C1=C(C=CC=C1)C1=NN=NN1 (ethyl 2-butyl-4-(1-hydroxyethyl)-1-{4-[2-(tetrazol-5-yl)phenyl]phenyl}methylimidazole-5-carboxylate), O.[OH-].[Li+] (lithium hydroxide monohydrate). Yields the product C(CCC)C=1N(C(=C(N1)C(C)O)C(=O)O)CC1=CC=C(C=C1)C1=C(C=CC=C1)C1=NN=NN1 (2-Butyl-4-(1-hydroxyethyl)-1-{4-[2-(tetrazol-5-yl)phenyl]phenyl}methylimidazole-5-carboxylic acid). Isolated yield 84.6%. Reaction SMILES: [CH2:1]([C:5]1[N:6]([CH2:18][C:19]2[CH:24]=[CH:23][C:22]([C:25]3[CH:30]=[CH:29][CH:28]=[CH:27][C:26]=3[C:31]3[NH:35][N:34]=[N:33][N:32]=3)=[CH:21][CH:20]=2)[C:7]([C:13]([O:15]CC)=[O:14])=[C:8]([CH:10]([OH:12])[CH3:11])[N:9]=1)[CH2:2][CH2:3][CH3:4].O.[OH-].[Li+]>>[CH2:1]([C:5]1[N:6]([CH2:18][C:19]2[CH:24]=[CH:23][C:22]([C:25]3[CH:30]=[CH:29][CH:28]=[CH:27][C:26]=3[C:31]3[NH:35][N:34]=[N:33][N:32]=3)=[CH:21][CH:20]=2)[C:7]([C:13]([OH:15])=[O:14])=[C:8]([CH:10]([OH:12])[CH3:11])[N:9]=1)[CH2:2][CH2:3][CH3:4] |f:1.2.3|. Procedure: Following a procedure similar to that described in Example 36, 0.54 g of ethyl 2-butyl-4-(1-hydroxyethyl)-1-{4-[2-(tetrazol-5-yl)phenyl]phenyl}methylimidazole-5-carboxylate [prepared as described in Example 43(b)] was hydrolyzed, using 245 mg of lithium hydroxide monohydrate, to give 0.43 g of the title compound as a powder, melting at 214°-217° C. Solvent: C(Cl)Cl (methylene chloride). Product: N1C(CNCC1)C(=O)N (piperazine-2-(RS)-carboxamide). Reagents/catalysts: CN(C)C=O (DMF). Run at time 14 hour. Procedure: To a solution of 4-benzyloxycarbonyl-1-(4-[5-fluoro-1-(2-trimethylsilylethane-sulfonyl)indol-3-yl]piperidine-1-sulfonyl)piperazine-2-(RS)-carboxylic acid(288 mg, 0.40 mmol), [prepared as described in Step 6 above] in methylene chloride (5 ml) at 0° C. were added a few drops of DMF and oxalyl chloride (89 ml, 1.0 mmol). The reaction mixture was warmed to RT over 1 h, and stirring was continued for an additional 14 h. The reaction mixture was concentrated in vacua, redissolved in methylene chlorid... Isolated yield 483.9%. Reaction SMILES: C(OC([N:11]1[CH2:16][CH2:15][N:14](S(N2CCC(C3C4C(=CC=C(F)C=4)N(S(CC[Si](C)(C)C)(=O)=O)C=3)CC2)(=O)=O)[CH:13]([C:45]([OH:47])=O)[CH2:12]1)=O)C1C=CC=CC=1.C(Cl)(=O)C(Cl)=O.[NH2:54]O.CO>C(Cl)Cl.CN(C=O)C>[NH:14]1[CH2:15][CH2:16][NH:11][CH2:12][CH:13]1[C:45]([NH2:54])=[O:47]. The reactants are CO (methanol), C(C1=CC=CC=C1)OC(=O)N1CC(N(CC1)S(=O)(=O)N1CCC(CC1)C1=CN(C2=CC=C(C=C12)F)S(=O)(=O)CC[Si](C)(C)C)C(=O)O (4-benzyloxycarbonyl-1-(4-[5-fluoro-1-(2-trimethylsilylethane-sulfonyl)indol-3-yl]piperidine-1-sulfonyl)piperazine-2-(RS)-carboxylic acid), NO (hydroxylamine), C(C(=O)Cl)(=O)Cl (oxalyl chloride). Reactants: ClC=1C=NC=CC1CC1C(C2=CC(=C(C=C2CC1)OC)OC)=O (2-[(3-chloro-4-pyridyl)methyl]-6,7-dimethoxy-tetralin-1-one), C(C1=CC=CC=C1)Br (benzyl bromide). Yields the product [Br-].C(C1=CC=CC=C1)[N+]1=CC(=C(C=C1)CC1C(C2=CC(=C(C=C2CC1)OC)OC)=O)Cl (2-[(1-benzyl-3-chloro-pyridin-1-ium-4-yl)methyl]-6,7-dimethoxy-tetralin-1-one bromide). As a reaction SMILES: [Cl:1][C:2]1[CH:3]=[N:4][CH:5]=[CH:6][C:7]=1[CH2:8][CH:9]1[CH2:18][CH2:17][C:16]2[C:11](=[CH:12][C:13]([O:21][CH3:22])=[C:14]([O:19][CH3:20])[CH:15]=2)[C:10]1=[O:23].[CH2:24]([Br:31])[C:25]1[CH:30]=[CH:29][CH:28]=[CH:27][CH:26]=1>>[Br-:31].[CH2:24]([N+:4]1[CH:5]=[CH:6][C:7]([CH2:8][CH:9]2[CH2:18][CH2:17][C:16]3[C:11](=[CH:12][C:13]([O:21][CH3:22])=[C:14]([O:19][CH3:20])[CH:15]=3)[C:10]2=[O:23])=[C:2]([Cl:1])[CH:3]=1)[C:25]1[CH:30]=[CH:29][CH:28]=[CH:27][CH:26]=1 |f:2.3|. Reported procedure: The title compound 134 is prepared according to the procedure reported in Example 38.1 with compound 101 (132.4 mg, 0.4 mmol) and benzyl bromide (95 μL, 2 equiv) as reactants. White solid. (Yield 133.4 mg, 79%). The reactants are O=C1CCOc2ccc(F)cc21, O, O=[N+]([O-])O, O=S(=O)(O)O. Yields the product O=C1CCOc2c1cc(F)cc2[N+](=O)[O-]. As a reaction SMILES: [F:6][c:7]1[cH:8][c:9]2[c:14]([cH:15][cH:16]1)[O:13][CH2:12][CH2:11][C:10]2=[O:17].[OH2:22].[OH:18][N+:19]([O-:20])=[O:21].[S:1](=[O:2])(=[O:3])([OH:4])[OH:5]>>[F:6][c:7]1[cH:8][c:9]2[c:14]([c:15]([N+:19](=[O:18])[O-:20])[cH:16]1)[O:13][CH2:12][CH2:11][C:10]2=[O:17]. Starting materials: O=C([O-])O, CCOC(C)=O, Cl, NC(N)=O, [Na+], [Na+], [OH-], c1ccccc1. Yields the product NC(=O)c1ccccc1. RXN SMILES: [C:8](=[O:9])([OH:10])[O-:11].[CH3:19][CH2:20][O:21][C:22](=[O:23])[CH3:24].[ClH:5].[NH2:1][C:2](=[O:3])[NH2:4].[Na+:12].[Na+:7].[OH-:6].[cH:13]1[cH:14][cH:15][cH:16][cH:17][cH:18]1>>[NH2:1][C:2](=[O:3])[c:13]1[cH:14][cH:15][cH:16][cH:17][cH:18]1. The reactants are CC1=C(C=C(C=C1)C=1N=C2N(N=C(C=C2)B(O)O)C1)NC(C(C)(C)C)=O (2-(4-methyl-3-pivalamidophenyl)imidazo[1,2-b]pyridazin-6-ylboronic acid), BrC1=C(C=C(C#N)C=C1)C(F)(F)F (4-bromo-3-(trifluoromethyl)benzonitrile), C(=O)([O-])[O-].[K+].[K+] (K2CO3), C1(CCCCC1)P(C1=C(C=CC=C1)C1=C(C=CC=C1OC)OC)C1CCCCC1 (2-dicyclohexylphosphino-2′,6′-dimethoxy-1,1′-biphenyl). Reagents/catalysts: C(C)(=O)[O-].[Pd+2].C(C)(=O)[O-] (palladium acetate). Solvent: C(C)(C)O.O (isopropanol water). Run at temperature 90 celsius, time 24 hour. Yields the product C(#N)C1=CC(=C(C=C1)C=1C=CC=2N(N1)C=C(N2)C=2C=CC(=C(C2)NC(C(C)(C)C)=O)C)C(F)(F)F (N-(5-(6-(4-cyano-2-(trifluoromethyl)phenyl)imidazo[1,2-b]pyridazin-2-yl)-2-methylphenyl)pivalamide). Isolated yield 48.3%. As a reaction SMILES: [CH3:1][C:2]1[CH:7]=[CH:6][C:5]([C:8]2[N:9]=[C:10]3[CH:15]=[CH:14][C:13](B(O)O)=[N:12][N:11]3[CH:19]=2)=[CH:4][C:3]=1[NH:20][C:21](=[O:26])[C:22]([CH3:25])([CH3:24])[CH3:23].Br[C:28]1[CH:35]=[CH:34][C:31]([C:32]#[N:33])=[CH:30][C:29]=1[C:36]([F:39])([F:38])[F:37].C([O-])([O-])=O.[K+].[K+].C1(P(C2CCCCC2)C2C=CC=CC=2C2C(OC)=CC=CC=2OC)CCCCC1>C([O-])(=O)C.[Pd+2].C([O-])(=O)C.C(O)(C)C.O>[C:32]([C:31]1[CH:34]=[CH:35][C:28]([C:13]2[CH:14]=[CH:15][C:10]3[N:11]([CH:19]=[C:8]([C:5]4[CH:6]=[CH:7][C:2]([CH3:1])=[C:3]([NH:20][C:21](=[O:26])[C:22]([CH3:25])([CH3:24])[CH3:23])[CH:4]=4)[N:9]=3)[N:12]=2)=[C:29]([C:36]([F:37])([F:38])[F:39])[CH:30]=1)#[N:33] |f:2.3.4,6.7.8,9.10|. Procedure: A 200 mL flask is charged with 2-(4-methyl-3-pivalamidophenyl)imidazo[1,2-b]pyridazin-6-ylboronic acid (11.4 g, 0.0325 mol), 4-bromo-3-(trifluoromethyl)benzonitrile (10.16 g, 0.04 mol), K2CO3 (8.98 g, 0.065 mol), palladium acetate (0.510 g, 2.28 mmol), 2-dicyclohexylphosphino-2′,6′-dimethoxy-1,1′-biphenyl (1.868 g, 4.55 mmol) and a solution of isopropanol-water (3:1, 80 mL). The mixture is degassed by bubbling N2 through and heated at 90° C. for 5 hours. The mixture is then cooled and filtered t...